This data is from the Open Reaction Database (ORD), a public repository of structured organic reaction records. The task is: describe an organic reaction: reactants, conditions, products, and yield The reactants are COCCOC, Nc1ccc(F)c(Cl)c1, N#Cc1cnc2cnc(F)cc2c1Cl. Product: N#Cc1cnc2cnc(F)cc2c1Nc1ccc(F)c(Cl)c1. RXN SMILES: [CH3:24][O:25][CH2:26][CH2:27][O:28][CH3:29].[Cl:15][c:16]1[cH:17][c:18]([NH2:19])[cH:20][cH:21][c:22]1[F:23].[Cl:1][c:2]1[c:3]([C:13]#[N:14])[cH:4][n:5][c:6]2[cH:7][n:8][c:9]([F:12])[cH:10][c:11]12>>[c:2]1([NH:19][c:18]2[cH:17][c:16]([Cl:15])[c:22]([F:23])[cH:21][cH:20]2)[c:3]([C:13]#[N:14])[cH:4][n:5][c:6]2[cH:7][n:8][c:9]([F:12])[cH:10][c:11]12. The reactants are CO, Cc1nccn1-c1ccc(Nc2nc3c(c(NC4CCCCC4)n2)CN(C(=O)OC(C)(C)C)CC3)cc1, Cl. Product: Cc1nccn1-c1ccc(Nc2nc3c(c(NC4CCCCC4)n2)CNCC3)cc1. Reaction SMILES: [CH3:39][OH:40].[CH:1]1([NH:7][c:8]2[c:9]3[c:10]([n:11][c:12]([NH:14][c:15]4[cH:16][cH:17][c:18](-[n:21]5[c:22]([CH3:26])[n:23][cH:24][cH:25]5)[cH:19][cH:20]4)[n:13]2)[CH2:27][CH2:28][N:29]([C:31]([O:32][C:33]([CH3:34])([CH3:35])[CH3:36])=[O:37])[CH2:30]3)[CH2:2][CH2:3][CH2:4][CH2:5][CH2:6]1.[ClH:38]>>[CH:1]1([NH:7][c:8]2[c:9]3[c:10]([n:11][c:12]([NH:14][c:15]4[cH:16][cH:17][c:18](-[n:21]5[c:22]([CH3:26])[n:23][cH:24][cH:25]5)[cH:19][cH:20]4)[n:13]2)[CH2:27][CH2:28][NH:29][CH2:30]3)[CH2:2][CH2:3][CH2:4][CH2:5][CH2:6]1.